Dataset: the Open Reaction Database (ORD), a public repository of structured organic reaction records. Task: describe an organic reaction: reactants, conditions, products, and yield Starting materials: O=C([O-])O, CCO, O=[N+]([O-])c1c[nH]c(Cl)n1, [Na+], CC(C)(C)OC(=O)N1CCC2(CC1)CO2. Yields the product CC(C)(C)OC(=O)N1CCC(O)(Cn2cc([N+](=O)[O-])nc2Cl)CC1. Reaction SMILES: [C:25](=[O:26])([O-:27])[OH:28].[CH3:30][CH2:31][OH:32].[Cl:1][c:2]1[nH:3][cH:4][c:5]([N+:7](=[O:8])[O-:9])[n:6]1.[Na+:29].[O:10]1[CH2:11][C:12]12[CH2:13][CH2:14][N:15]([C:18](=[O:19])[O:20][C:21]([CH3:22])([CH3:23])[CH3:24])[CH2:16][CH2:17]2>>[Cl:1][c:2]1[n:3]([CH2:11][C:12]2([OH:10])[CH2:13][CH2:14][N:15]([C:18](=[O:19])[O:20][C:21]([CH3:22])([CH3:23])[CH3:24])[CH2:16][CH2:17]2)[cH:4][c:5]([N+:7](=[O:8])[O-:9])[n:6]1.